This data is from the Open Reaction Database (ORD), a public repository of structured organic reaction records. The task is: describe an organic reaction: reactants, conditions, products, and yield RXN SMILES: [Br:1][C:2]1[CH:3]=[C:4]2[C:9](=[CH:10][CH:11]=1)[N:8]([C:12]1[CH:17]=[CH:16][CH:15]=[CH:14][C:13]=1[N+:18]([O-])=O)[CH2:7][CH2:6][CH2:5]2.C1C=CC=CC=1.C(O)C.[C:30]([OH:37])(=[O:36])/[CH:31]=[CH:32]\[C:33]([OH:35])=[O:34]>CCOCC.[Pt]>[C:30]([OH:37])(=[O:36])/[CH:31]=[CH:32]\[C:33]([OH:35])=[O:34].[NH2:18][C:13]1[CH:14]=[CH:15][CH:16]=[CH:17][C:12]=1[N:8]1[C:9]2[C:4](=[CH:3][C:2]([Br:1])=[CH:11][CH:10]=2)[CH2:5][CH2:6][CH2:7]1 |f:6.7|. The yield is 54.4%. Reagents/catalysts: [Pt] (platinum-on-carbon). Reported procedure: A Parr hydrogenation bottle was charged with 6-bromo-(2-nitrophenyl)-1,2,3,4-tetrahydroquinoline (16.7 g, 0.050 mole), 1% platinum-on-carbon (1 g), benzene (100 ml) and ethanol (100 ml). The mixture was shaken under an initial hydrogen pressure of 58 psi until uptake ceased. The mixture was then filtered to remove the catalyst and the filtrate was concentrated under vacuum. The residue was taken up in hot ether (150 ml), filtered, and the filtrate was treated with a hot solution of maleic acid (... The solvent is CCOCC (ether). Yields the product C(\C=C/C(=O)O)(=O)O.NC1=C(C=CC=C1)N1CCCC2=CC(=CC=C12)Br (1-(2-Aminophenyl)-6-bromo-1,2,3,4-tetrahydroquinoline maleate). The reactants are BrC=1C=C2CCCN(C2=CC1)C1=C(C=CC=C1)[N+](=O)[O-] (6-bromo-(2-nitrophenyl)-1,2,3,4-tetrahydroquinoline), C1=CC=CC=C1 (benzene), C(C)O (ethanol), C(\C=C/C(=O)O)(=O)O (maleic acid). Starting materials: O=C=NCc1ccccc1, ClCCl, O=C(O)C(F)(F)F, CCCN(C(=O)NCc1ccc([N+](=O)[O-])cc1)C1CCN(CC2CN(C(C(=O)O)C3CCCCC3)CC2c2ccccc2)CC1. The product is CCCN(C(=O)NCc1ccccc1)C1CCN(CC2CN(C(C(=O)O)C3CCCCC3)CC2c2ccccc2)CC1. Reaction SMILES: [CH2:46]([N:47]=[C:48]=[O:49])[c:50]1[cH:51][cH:52][cH:53][cH:54][cH:55]1.[Cl:63][CH2:64][Cl:65].[F:56][C:57]([F:58])([F:59])[C:60]([OH:61])=[O:62].[N+:1]([O-:2])(=[O:3])[c:4]1[cH:5][cH:6][c:7]([CH2:8][NH:9][C:10](=[O:11])[N:12]([CH2:13][CH2:14][CH3:15])[CH:16]2[CH2:17][CH2:18][N:19]([CH2:22][CH:23]3[CH2:24][N:25]([CH:34]([C:35](=[O:36])[OH:37])[CH:38]4[CH2:39][CH2:40][CH2:41][CH2:42][CH2:43]4)[CH2:26][CH:27]3[c:28]3[cH:29][cH:30][cH:31][cH:32][cH:33]3)[CH2:20][CH2:21]2)[cH:44][cH:45]1>>[cH:4]1[cH:5][cH:6][c:7]([CH2:8][NH:9][C:10](=[O:11])[N:12]([CH2:13][CH2:14][CH3:15])[CH:16]2[CH2:17][CH2:18][N:19]([CH2:22][CH:23]3[CH2:24][N:25]([CH:34]([C:35](=[O:36])[OH:37])[CH:38]4[CH2:39][CH2:40][CH2:41][CH2:42][CH2:43]4)[CH2:26][CH:27]3[c:28]3[cH:29][cH:30][cH:31][cH:32][cH:33]3)[CH2:20][CH2:21]2)[cH:44][cH:45]1. Reactants: CCC(=O)N1C(=O)OCC1Cc1ccccc1, C1CCOC1, CC(C)[N-]C(C)C, CC(C)NC(C)C, [Li+], [Li]CCCC, O=C1CN(C(=O)OCc2ccccc2)C1. Product: CC(C(=O)N1C(=O)OCC1Cc1ccccc1)C1(O)CN(C(=O)OCc2ccccc2)C1. RXN SMILES: [CH2:21]([c:22]1[cH:23][cH:24][cH:25][cH:26][cH:27]1)[CH:28]1[N:29]([C:34]([CH2:35][CH3:36])=[O:37])[C:30](=[O:33])[O:31][CH2:32]1.[CH2:53]1[O:54][CH2:55][CH2:56][CH2:57]1.[CH:13]([N-:14][CH:15]([CH3:16])[CH3:17])([CH3:18])[CH3:19].[CH:1]([NH:2][CH:3]([CH3:4])[CH3:5])([CH3:6])[CH3:7].[Li+:20].[Li:8][CH2:9][CH2:10][CH2:11][CH3:12].[O:38]=[C:39]1[CH2:40][N:41]([C:43](=[O:44])[O:45][CH2:46][c:47]2[cH:48][cH:49][cH:50][cH:51][cH:52]2)[CH2:42]1>>[CH2:21]([c:22]1[cH:23][cH:24][cH:25][cH:26][cH:27]1)[CH:28]1[N:29]([C:34]([CH:35]([CH3:36])[C:39]2([OH:38])[CH2:40][N:41]([C:43](=[O:44])[O:45][CH2:46][c:47]3[cH:48][cH:49][cH:50][cH:51][cH:52]3)[CH2:42]2)=[O:37])[C:30](=[O:33])[O:31][CH2:32]1. Starting materials: NC=1C(=CC(=C(C1)C=1C(N(C2=CC(=NC=C2C1)NCC1=CC=C(C=C1)OC)C(C)C)=O)Cl)F (3-(5-amino-2-chloro-4-fluorophenyl)-1-isopropyl-7-((4-methoxybenzyl)amino)-1,6-naphthyridin-2(1H)-one), TEA, FC=1C=C(C=CC1)N=C=O (3-fluorophenyl isocyanate). Solvent: C1CCOC1 (THF). Reaction conditions: time 5 hour. Product: ClC1=CC(=C(C=C1C=1C(N(C2=CC(=NC=C2C1)NCC1=CC=C(C=C1)OC)C(C)C)=O)NC(=O)NC1=CC(=CC=C1)F)F (1-(4-chloro-2-fluoro-5-(1-isopropyl-7-((4-methoxybenzyl)amino)-2-oxo-1,2-dihydro-1,6-naphthyridin-3-yl)phenyl)-3-(3-fluorophenyl)urea). The yield is 65.9%. Reaction SMILES: [NH2:1][C:2]1[C:3]([F:33])=[CH:4][C:5]([Cl:32])=[C:6]([C:8]2[C:9](=[O:31])[N:10]([CH:28]([CH3:30])[CH3:29])[C:11]3[C:16]([CH:17]=2)=[CH:15][N:14]=[C:13]([NH:18][CH2:19][C:20]2[CH:25]=[CH:24][C:23]([O:26][CH3:27])=[CH:22][CH:21]=2)[CH:12]=3)[CH:7]=1.[F:34][C:35]1[CH:36]=[C:37]([N:41]=[C:42]=[O:43])[CH:38]=[CH:39][CH:40]=1>C1COCC1>[Cl:32][C:5]1[C:6]([C:8]2[C:9](=[O:31])[N:10]([CH:28]([CH3:29])[CH3:30])[C:11]3[C:16]([CH:17]=2)=[CH:15][N:14]=[C:13]([NH:18][CH2:19][C:20]2[CH:21]=[CH:22][C:23]([O:26][CH3:27])=[CH:24][CH:25]=2)[CH:12]=3)=[CH:7][C:2]([NH:1][C:42]([NH:41][C:37]2[CH:38]=[CH:39][CH:40]=[C:35]([F:34])[CH:36]=2)=[O:43])=[C:3]([F:33])[CH:4]=1. Reported procedure: A solution of 3-(5-amino-2-chloro-4-fluorophenyl)-1-isopropyl-7-((4-methoxybenzyl)amino)-1,6-naphthyridin-2(1H)-one (0.11 g, 0.236 mmol) in THF (5 mL) was treated with TEA (0.1 mL) and 3-fluorophenyl isocyanate (0.032 mL, 0.259 mmol) and stirred at RT for 5 h. The mixture was concentrated to dryness, treated with DCM and the solid collected via filtration and dried to afford 1-(4-chloro-2-fluoro-5-(1-isopropyl-7-((4-methoxybenzyl)amino)-2-oxo-1,2-dihydro-1,6-naphthyridin-3-yl)phenyl)-3-(3-fluoro... Starting materials: BrCC1=CC=C(C#N)C=C1 (4-bromomethyl-benzonitrile), C(CCC)[Li] (n-butyl lithium), CC1(NC(CCC1)(C)C)C (2,2,6,6-tetramethylpiperidine), BrC=1C=C(C=CC1)CC(=O)O ((3-bromo-phenyl)-acetic acid). The solvent is O1CCCC1 (tetrahydrofuran), O1CCCC1 (tetrahydrofurane), O1CCCC1 (tetrahydrofuran). Run at time 60 minute. The product is BrC=1C=C(C=CC1)C(C(=O)O)CC1=CC=C(C=C1)C#N (2-(3-Bromo-phenyl)-3-(4-cyano-phenyl)-propionic acid). Yield: 82.2%. As a reaction SMILES: C([Li])CCC.CC1(C)CCCC(C)(C)N1.[Br:16][C:17]1[CH:18]=[C:19]([CH2:23][C:24]([OH:26])=[O:25])[CH:20]=[CH:21][CH:22]=1.Br[CH2:28][C:29]1[CH:36]=[CH:35][C:32]([C:33]#[N:34])=[CH:31][CH:30]=1>O1CCCC1>[Br:16][C:17]1[CH:18]=[C:19]([CH:23]([CH2:28][C:29]2[CH:36]=[CH:35][C:32]([C:33]#[N:34])=[CH:31][CH:30]=2)[C:24]([OH:26])=[O:25])[CH:20]=[CH:21][CH:22]=1. Procedure details: To a solution of n-butyl lithium (95 ml, 15% solution in hexane, 147 mmol) and 2,2,6,6-tetramethylpiperidine (24.9 ml, 147 mmol) in tetrahydrofurane (220 ml) was added a solution of (3-bromo-phenyl)-acetic acid (15.05 g, 70 mmol) in tetrahydrofuran (80 ml) at −78° C. The reaction mixture was stirred for 60 minutes at that temperature. Then 4-bromomethyl-benzonitrile (13.72 g, 70 mmol) in tetrahydrofuran (160 ml) was added. The reaction mixture was stirred for 2 hours at −78° C., then warmed up t... Reactants: C(=O)(OC)C1C(CCC(C1)(C1=CC(=C(C=C1)OC(F)F)OC1CCCC1)C#N)=O (2-carbomethoxy-4-cyano-4-(3-cyclopentyloxy-4-difluoromethoxyphenyl)cyclohexan-1-one), CS(=O)C (dimethyl sulfoxide), [Cl-].[Na+] (sodium chloride). The solvent is O (water). Product: C(#N)C1(CCC(CC1)=O)C1=CC(=C(C=C1)OC(F)F)OCC1CC1 (4-Cyano-4-(3-cyclopropylmethoxy-4-difluoromethoxyphenyl)cyclohexan-1-one). Yield: 51.7%. Reaction SMILES: C([CH:5]1[CH2:10][C:9]([C:27]#[N:28])([C:11]2[CH:16]=[CH:15][C:14]([O:17][CH:18]([F:20])[F:19])=[C:13]([O:21][CH:22]3[CH2:26][CH2:25][CH2:24]C3)[CH:12]=2)[CH2:8][CH2:7][C:6]1=[O:29])(OC)=O.CS(C)=O.[Cl-].[Na+]>O>[C:27]([C:9]1([C:11]2[CH:16]=[CH:15][C:14]([O:17][CH:18]([F:20])[F:19])=[C:13]([O:21][CH2:22][CH:26]3[CH2:24][CH2:25]3)[CH:12]=2)[CH2:10][CH2:5][C:6](=[O:29])[CH2:7][CH2:8]1)#[N:28] |f:2.3|. Procedure: A mixture of 2-carbomethoxy-4-cyano-4-(3-cyclopentyloxy-4-difluoromethoxyphenyl)cyclohexan-1-one (0.5 g, 1.27 mmole), dimethyl sulfoxide (10 mL), water (1 mL) and sodium chloride (0.5 g) under an argon atmosphere was heated at 145°-150° C. for 4.5 h. The reaction mixture was cooled to room temperature and concentrated. The residue was partitioned between ethyl acetate and water, extracted twice with ethyl acetate, the organic layer was washed twice with water and once with brine, was dried (sodi... Starting materials: BrC=1C=C2C(=CNC2=C(C1)C(=O)N)C1CCS(CC1)(=O)=O (5-bromo-3-(1,1-dioxidotetrahydro-2H-thiopyran-4-yl)-1H-indole-7-carboxamide), CC1(OB(OC1(C)C)C=1C=C(SC1)C=O)C (4-(4,4,5,5-tetramethyl-1,3,2-dioxaborolan-2-yl)-2-thiophenecarbaldehyde), C(=O)([O-])[O-].[K+].[K+] (K2CO3). The reagents and catalysts are C=1C=CC(=CC1)[P](C=2C=CC=CC2)(C=3C=CC=CC3)[Pd]([P](C=4C=CC=CC4)(C=5C=CC=CC5)C=6C=CC=CC6)([P](C=7C=CC=CC7)(C=8C=CC=CC8)C=9C=CC=CC9)[P](C=1C=CC=CC1)(C=1C=CC=CC1)C=1C=CC=CC1 (Pd(PPh3)4). Run in O1CCOCC1 (dioxane), O (water). Reaction conditions: temperature 150 celsius. The product is CC(C)(C)OCCN(C)CC1=CC(=CS1)C=1C=C2C(=CNC2=C(C1)C(=O)N)C1CCS(CC1)(=O)=O (5-(5-{[{2-[(1,1-Dimethylethyl)oxy]ethyl}(methyl)amino]methyl}-3-thienyl)-3-(1,1-dioxidotetrahydro-2H-thiopyran-4-yl)-1H-indole-7-carboxamide). Yield: 5.4%. RXN SMILES: Br[C:2]1[CH:3]=[C:4]2[C:8](=[C:9]([C:11]([NH2:13])=[O:12])[CH:10]=1)[NH:7][CH:6]=[C:5]2[CH:14]1[CH2:19][CH2:18][S:17](=[O:21])(=[O:20])[CH2:16][CH2:15]1.CC1(C)C(C)(C)OB([C:30]2[CH:31]=[C:32]([CH:35]=O)[S:33][CH:34]=2)O1.[C:38]([O-:41])([O-])=O.[K+].[K+]>O1CCOCC1.O.C1C=CC([P]([Pd]([P](C2C=CC=CC=2)(C2C=CC=CC=2)C2C=CC=CC=2)([P](C2C=CC=CC=2)(C2C=CC=CC=2)C2C=CC=CC=2)[P](C2C=CC=CC=2)(C2C=CC=CC=2)C2C=CC=CC=2)(C2C=CC=CC=2)C2C=CC=CC=2)=CC=1>[CH3:5][C:14]([O:41][CH2:38][CH2:6][N:7]([CH2:35][C:32]1[S:33][CH:34]=[C:30]([C:2]2[CH:3]=[C:4]3[C:8](=[C:9]([C:11]([NH2:13])=[O:12])[CH:10]=2)[NH:7][CH:6]=[C:5]3[CH:14]2[CH2:19][CH2:18][S:17](=[O:21])(=[O:20])[CH2:16][CH2:15]2)[CH:31]=1)[CH3:8])([CH3:19])[CH3:15] |f:2.3.4,^1:54,56,75,94|. Procedure details: To 5-bromo-3-(1,1-dioxidotetrahydro-2H-thiopyran-4-yl)-1H-indole-7-carboxamide (400 mg, 1.08 mmol) in dioxane and water (4 mL/1 mL) was added 4-(4,4,5,5-tetramethyl-1,3,2-dioxaborolan-2-yl)-2-thiophenecarbaldehyde (462 mg, 1.94 mmol), Pd(PPh3)4 (100 mg) and K2CO3 (447 mg, 3.24 mmol). The reaction mixture was heated at 150° C. for 20 minutes by microwave irradiation. The organic phase was concentrated and redissolved in DMSO (10 mL). The resulting solution was split to eight. NaBH3CN (30 mg), ZnC... The reactants are NC1=C2C(=C(N=C1)C(=O)OC)OC(OC2)(C)C (methyl 5-amino-2,2-dimethyl-4H-[1,3]dioxino[4,5-c]pyridine-8-carboxylate), FC1=CC=C(C(=O)Cl)C=C1 (4-fluorobenzoyl chloride), [Cl-].[NH4+] (ammonium chloride). The reagents and catalysts are CN(C1=CC=NC=C1)C (4-dimethylaminopyridine). The solvent is N1=CC=CC=C1 (pyridine). Conditions: time 8 hour. Yields the product FC1=CC=C(C(=O)NC2=C3C(=C(N=C2)C(=O)OC)OC(OC3)(C)C)C=C1 (methyl 5-(4-fluorobenzamido)-2,2-dimethyl-4H-[1,3]dioxino[4,5-c]pyridine-8-carboxylate). RXN SMILES: [NH2:1][C:2]1[CH:7]=[N:6][C:5]([C:8]([O:10][CH3:11])=[O:9])=[C:4]2[O:12][C:13]([CH3:17])([CH3:16])[O:14][CH2:15][C:3]=12.[F:18][C:19]1[CH:27]=[CH:26][C:22]([C:23](Cl)=[O:24])=[CH:21][CH:20]=1.[Cl-].[NH4+]>CN(C)C1C=CN=CC=1.N1C=CC=CC=1>[F:18][C:19]1[CH:27]=[CH:26][C:22]([C:23]([NH:1][C:2]2[CH:7]=[N:6][C:5]([C:8]([O:10][CH3:11])=[O:9])=[C:4]3[O:12][C:13]([CH3:17])([CH3:16])[O:14][CH2:15][C:3]=23)=[O:24])=[CH:21][CH:20]=1 |f:2.3|. Reported procedure: A mixture of methyl 5-amino-2,2-dimethyl-4H-[1,3]dioxino[4,5-c]pyridine-8-carboxylate (23c) (70 mg, 0.25 mmol), 4-fluorobenzoyl chloride (35 μL, 0.27 mmol) and 4-dimethylaminopyridine in pyridine (1 mL) was stirred at room temperature overnight and a saturated solution of ammonium chloride was added. The reaction mixture was extracted with dichloromethane (3×25 mL) and the combined organic layers were dried (anh. Na2SO4), filtered and concentrated under reduced pressure to give methyl 5-(4-fluor... Starting materials: N#Cc1ccc(CBr)cc1, O=C([O-])[O-], CC(C)=O, ClCCl, [Cs+], [Cs+], [I-], [K+], c1nc[nH]n1. Yields the product N#Cc1ccc(Cn2cncn2)cc1. Reaction SMILES: [Br:14][CH2:15][c:16]1[cH:17][cH:18][c:19]([C:20]#[N:21])[cH:22][cH:23]1.[C:6](=[O:7])([O-:8])[O-:9].[CH3:27][C:28](=[O:29])[CH3:30].[Cl:24][CH2:25][Cl:26].[Cs+:10].[Cs+:11].[I-:13].[K+:12].[nH:1]1[n:2][cH:3][n:4][cH:5]1>>[n:1]1([CH2:15][c:16]2[cH:17][cH:18][c:19]([C:20]#[N:21])[cH:22][cH:23]2)[n:2][cH:3][n:4][cH:5]1. Reactants: ClCCCl, O=C(O)c1n[nH]cc1[N+](=O)[O-], Nc1ccc(F)cc1, CN(C)C=O, On1nnc2ccccc21. Yields the product O=C(Nc1ccc(F)cc1)c1n[nH]cc1[N+](=O)[O-]. As a reaction SMILES: [CH2:20]([Cl:21])[CH2:22][Cl:23].[N+:1](=[O:2])([O-:3])[c:4]1[c:5]([C:9](=[O:10])[OH:11])[n:6][nH:7][cH:8]1.[NH2:12][c:13]1[cH:14][cH:15][c:16]([F:17])[cH:18][cH:19]1.[O:34]=[CH:35][N:36]([CH3:37])[CH3:38].[OH:24][n:25]1[c:26]2[c:27]([cH:28][cH:29][cH:30][cH:31]2)[n:32][n:33]1>>[N+:1](=[O:2])([O-:3])[c:4]1[c:5]([C:9](=[O:11])[NH:12][c:13]2[cH:14][cH:15][c:16]([F:17])[cH:18][cH:19]2)[n:6][nH:7][cH:8]1.